The task is: describe an organic reaction: reactants, conditions, products, and yield. This data is from the Open Reaction Database (ORD), a public repository of structured organic reaction records. Starting materials: C(C)(C)(C)C1=C(C(=CC(=C1)C(C)(C)C)CNC1=C(C=CC=C1Br)Br)O (2,4-bis(tert-butyl)-6-[[(2,6-dibromophenyl)amino]methyl]phenol), [BH4-].[Na+] (NaBH4), C(C)(C)(C)C1=C(C(=CC(=C1)C(C)(C)C)C=NC1=C(C(=C(C(=C1F)F)F)F)F)O (2,4-bis(tert-butyl)-6-[[(2,3,4,5,6-pentafluorophenyl)imino]methyl]phenol). The product is C(C)(C)(C)C1=C(C(=CC(=C1)C(C)(C)C)CNC1=C(C(=C(C(=C1F)F)F)F)F)O (2,4-bis(tert-butyl)-6-[[(2,3,4,5,6-pentafluorophenyl)amino]methyl]phenol). Reaction SMILES: C(C1C=C(C(C)(C)C)C=C(CNC2C(Br)=CC=CC=2Br)C=1O)(C)(C)C.[BH4-].[Na+].[C:28]([C:32]1[CH:37]=[C:36]([C:38]([CH3:41])([CH3:40])[CH3:39])[CH:35]=[C:34]([CH:42]=[N:43][C:44]2[C:49]([F:50])=[C:48]([F:51])[C:47]([F:52])=[C:46]([F:53])[C:45]=2[F:54])[C:33]=1[OH:55])([CH3:31])([CH3:30])[CH3:29]>>[C:28]([C:32]1[CH:37]=[C:36]([C:38]([CH3:41])([CH3:40])[CH3:39])[CH:35]=[C:34]([CH2:42][NH:43][C:44]2[C:49]([F:50])=[C:48]([F:51])[C:47]([F:52])=[C:46]([F:53])[C:45]=2[F:54])[C:33]=1[OH:55])([CH3:29])([CH3:30])[CH3:31] |f:1.2|. Reported procedure: Using an analogous procedure to the synthesis of 2,4-bis(tert-butyl)-6-[[(2,6-dibromophenyl)amino]methyl]phenol described above, NaBH4 (1.2 g) was added to a solution of 2,4-bis(tert-butyl)-6-[[(2,3,4,5,6-pentafluorophenyl)imino]methyl]phenol (0.5 g, 1.25 mmol). The product was isolated as an air sensitive white solid, and stored under nitrogen. Yield 0.48 g, 95%.